This data is from the Open Reaction Database (ORD), a public repository of structured organic reaction records. The task is: describe an organic reaction: reactants, conditions, products, and yield Starting materials: COCC=1C=C(C=CC1)B(O)O (3-(methoxymethyl)phenylboronic acid), BrC1=CC=C(C=C1)C(C(=O)O)(C)C (2-(4-bromophenyl)-2-methylpropanoic acid). The product is COCC=1C=C(C=CC1)C1=CC=C(C=C1)C(C(=O)O)(C)C (2-(3′-(methoxymethyl)biphenyl-4-yl)-2-methylpropanoic acid). Yield: 82.0%. Reaction SMILES: [CH3:1][O:2][CH2:3][C:4]1[CH:5]=[C:6](B(O)O)[CH:7]=[CH:8][CH:9]=1.Br[C:14]1[CH:19]=[CH:18][C:17]([C:20]([CH3:25])([CH3:24])[C:21]([OH:23])=[O:22])=[CH:16][CH:15]=1>>[CH3:1][O:2][CH2:3][C:4]1[CH:5]=[C:6]([C:14]2[CH:19]=[CH:18][C:17]([C:20]([CH3:25])([CH3:24])[C:21]([OH:23])=[O:22])=[CH:16][CH:15]=2)[CH:7]=[CH:8][CH:9]=1. Procedure: Prepared in a similar manner to Example 1 starting from 3-(methoxymethyl)phenylboronic acid and 2-(4-bromophenyl)-2-methylpropanoic acid. Yield: 82%. 1H NMR (400 MHz, DMSO): δ 1.48 (s, 6H), 4.46 (s, 2H), 7.27-7.29 (d, 1H), 7.40-7.44 (m, 3H), 7.54-7.56 (d, 2H), 7.60-7.62 (d, 2H), 12.40 (s, 1H).